Dataset: the Open Reaction Database (ORD), a public repository of structured organic reaction records. Task: describe an organic reaction: reactants, conditions, products, and yield Starting materials: BrC1=C(C=C(C(=O)O)C=C1)C (4-Bromo-3-methylbenzoic acid), CN(C=O)C (N,N-dimethylformamide). Reagents/catalysts: [C-]#N.[Zn+2].[C-]#N (zinc cyanide), [Pd].C1(=CC=CC=C1)P(C1=CC=CC=C1)C1=CC=CC=C1.C1(=CC=CC=C1)P(C1=CC=CC=C1)C1=CC=CC=C1.C1(=CC=CC=C1)P(C1=CC=CC=C1)C1=CC=CC=C1.C1(=CC=CC=C1)P(C1=CC=CC=C1)C1=CC=CC=C1 (tetrakis(triphenylphosphine) palladium (0)). Run at temperature 90 celsius. The product is C(#N)C1=C(C=C(C(=O)O)C=C1)C (4-cyano-3methylbenzoic acid), crude product. Reaction SMILES: Br[C:2]1[CH:10]=[CH:9][C:5]([C:6]([OH:8])=[O:7])=[CH:4][C:3]=1[CH3:11].[CH3:12][N:13](C)C=O>[C-]#N.[Zn+2].[C-]#N.[Pd].C1(P(C2C=CC=CC=2)C2C=CC=CC=2)C=CC=CC=1.C1(P(C2C=CC=CC=2)C2C=CC=CC=2)C=CC=CC=1.C1(P(C2C=CC=CC=2)C2C=CC=CC=2)C=CC=CC=1.C1(P(C2C=CC=CC=2)C2C=CC=CC=2)C=CC=CC=1>[C:12]([C:2]1[CH:10]=[CH:9][C:5]([C:6]([OH:8])=[O:7])=[CH:4][C:3]=1[CH3:11])#[N:13] |f:2.3.4,5.6.7.8.9|. Procedure: 4-Bromo-3-methylbenzoic acid (3.0 g) was dissolved in N,N-dimethylformamide (20 ml). The resulting solution was subjected to deaeration three times under argon atmosphere (i.e., the reaction solution was de-pressurized to 20 mmHg, and then brought back to atmospheric pressure under argon atmosphere). To the solution, zinc cyanide (1.6 g) and tetrakis(triphenylphosphine) palladium (0) (1.6 g) were added and the mixture was stirred under heating at 90° C. for 6 hours under argon atmosphere. After ... Starting materials: FC(OC1=CC=C(C=C1)C1=CC=C(C=C1)N(C)CC=1C=C(OC1C)C(=O)O)F (4-{[(4′-Difluoromethoxy-biphenyl-4-yl)-methyl-amino]-methyl}-5-methyl-furan-2-carboxylic acid), CC1=C(C=CC=C1)S(=O)(=O)N (2-methyl-benzenesulphonamide), Cl.CN(CCCN=C=NCC)C (1-(3-dimethylaminopropyl)-3-ethylcarbodiimide hydrochloride). The reagents and catalysts are CN(C)C1=CC=NC=C1 (4-(N,N-dimethylamino)-pyridine). Run in ClCCl (dichloromethane), C(C)#N (acetonitrile). Conditions: time 18 hour. Product: FC(OC1=CC=C(C=C1)C1=CC=C(C=C1)N(C)CC=1C=C(OC1C)C(=O)NS(=O)(=O)C1=C(C=CC=C1)C)F (N-(4-{[(4′-Difluoromethoxy-biphenyl-4-yl)-methyl-amino]-methyl}-5-methyl-furan-2-carbonyl)-2-methyl-benzenesulfonamide). Yield: 9.9%. As a reaction SMILES: [F:1][CH:2]([F:28])[O:3][C:4]1[CH:9]=[CH:8][C:7]([C:10]2[CH:15]=[CH:14][C:13]([N:16]([CH2:18][C:19]3[CH:20]=[C:21]([C:25]([OH:27])=O)[O:22][C:23]=3[CH3:24])[CH3:17])=[CH:12][CH:11]=2)=[CH:6][CH:5]=1.[CH3:29][C:30]1[CH:35]=[CH:34][CH:33]=[CH:32][C:31]=1[S:36]([NH2:39])(=[O:38])=[O:37].Cl.CN(C)CCCN=C=NCC>CN(C1C=CN=CC=1)C.ClCCl.C(#N)C>[F:28][CH:2]([F:1])[O:3][C:4]1[CH:5]=[CH:6][C:7]([C:10]2[CH:15]=[CH:14][C:13]([N:16]([CH2:18][C:19]3[CH:20]=[C:21]([C:25]([NH:39][S:36]([C:31]4[CH:32]=[CH:33][CH:34]=[CH:35][C:30]=4[CH3:29])(=[O:37])=[O:38])=[O:27])[O:22][C:23]=3[CH3:24])[CH3:17])=[CH:12][CH:11]=2)=[CH:8][CH:9]=1 |f:2.3|. Procedure details: A stirred solution of 4-{[(4′-difluoromethoxy-biphenyl-4-yl)-methyl-amino]-methyl}-5-methyl-furan-2-carboxylic acid (176) (21 mg, 0.054 mmoles), 2-methyl-benzenesulphonamide (19 mg, 0.108 mmoles) and 4-(N,N-dimethylamino)-pyridine (1 mg) in a mixture of dichloromethane (8 ml) and acetonitrile (2 ml) was treated with 1-(3-dimethylaminopropyl)-3-ethylcarbodiimide hydrochloride (11.4 mg, 0.060 mmoles). The mixture was stirred at room temperature for 18 hours under an argon atmosphere. The reaction ...